From a dataset of the Open Reaction Database (ORD), a public repository of structured organic reaction records. describe an organic reaction: reactants, conditions, products, and yield The reactants are ClC1=CC2=C(C(=N1)O[C@H](C)[C@@H]1CC(NC1)=O)N(C=N2)C ((R)-4-((R)-1-(6-chloro-3-methyl-3H-imidazo[4,5-c]pyridin-4-yloxy)ethyl)pyrrolidin-2-one), CN1C2=C(OCC1)C=C(C=C2)B2OC(C(O2)(C)C)(C)C (4-methyl-7-(4,4,5,5-tetramethyl-1,3,2-dioxaborolan-2-yl)-3,4-dihydro-2H-benzo[b][1,4]oxazine). The product is CN1C=NC2=C1C(=NC(=C2)C=2C=CC1=C(OCCN1C)C2)O[C@H](C)[C@@H]2CC(NC2)=O ((R)-4-((R)-1-(3-methyl-6-(4-methyl-3,4-dihydro-2H-benzo[b][1,4]oxazin-7-yl)-3H-imidazo[4,5-c]pyridin-4-yloxy)ethyl)pyrrolidin-2-one). RXN SMILES: Cl[C:2]1[N:7]=[C:6]([O:8][C@@H:9]([C@H:11]2[CH2:15][NH:14][C:13](=[O:16])[CH2:12]2)[CH3:10])[C:5]2[N:17]([CH3:20])[CH:18]=[N:19][C:4]=2[CH:3]=1.[CH3:21][N:22]1[CH2:27][CH2:26][O:25][C:24]2[CH:28]=[C:29](B3OC(C)(C)C(C)(C)O3)[CH:30]=[CH:31][C:23]1=2>>[CH3:20][N:17]1[C:5]2[C:6]([O:8][C@@H:9]([C@H:11]3[CH2:15][NH:14][C:13](=[O:16])[CH2:12]3)[CH3:10])=[N:7][C:2]([C:29]3[CH:30]=[CH:31][C:23]4[N:22]([CH3:21])[CH2:27][CH2:26][O:25][C:24]=4[CH:28]=3)=[CH:3][C:4]=2[N:19]=[CH:18]1. Procedure: Following General Procedure B, beginning with (R)-4-((R)-1-(6-chloro-3-methyl-3H-imidazo[4,5-c]pyridin-4-yloxy)ethyl)pyrrolidin-2-one 2.06 (22.1 mg, 0.075 mmol) and 4-methyl-7-(4,4,5,5-tetramethyl-1,3,2-dioxaborolan-2-yl)-3,4-dihydro-2H-benzo[b][1,4]oxazine (25 mg, 0.091 mmol) (R)-4-((R)-1-(3-methyl-6-(4-methyl-3,4-dihydro-2H-benzo[b][1,4]oxazin-7-yl)-3H-imidazo[4,5-c]pyridin-4-yloxy)ethyl)pyrrolidin-2-one 3B.06 was synthesized.